From a dataset of the Open Reaction Database (ORD), a public repository of structured organic reaction records. describe an organic reaction: reactants, conditions, products, and yield Starting materials: C(C)(C)(C)OC(=O)N(CCOC=1C=C(C(=O)N(CCCC(=O)O)C2CCCC2)C=C(C1)Cl)C1=CC=NC=C1 (4-({3-[2-(tert-butoxycarbonyl-pyridin-4-yl-amino)-ethoxy]-5-chloro-benzoyl}-cyclopentyl-amino)-butyric acid), CN(C)C(=[N+](C)C)ON1C2=C(C=CC=C2)N=N1.[B-](F)(F)(F)F (TBTU), C=1C=CC2=C(C1)N=NN2O (HOBt), CCN(C(C)C)C(C)C (DIPEA), solution, N (ammonia). As a reaction SMILES: [C:1]([O:5][C:6]([N:8]([C:33]1[CH:38]=[CH:37][N:36]=[CH:35][CH:34]=1)[CH2:9][CH2:10][O:11][C:12]1[CH:13]=[C:14]([CH:29]=[C:30]([Cl:32])[CH:31]=1)[C:15]([N:17]([CH:24]1[CH2:28][CH2:27][CH2:26][CH2:25]1)[CH2:18][CH2:19][CH2:20][C:21](O)=[O:22])=[O:16])=[O:7])([CH3:4])([CH3:3])[CH3:2].C[N:40](C(ON1N=NC2C=CC=CC1=2)=[N+](C)C)C.[B-](F)(F)(F)F.C1C=CC2N(O)N=NC=2C=1.CCN(C(C)C)C(C)C.N>CN(C=O)C.O1CCOCC1>[C:1]([O:5][C:6](=[O:7])[N:8]([CH2:9][CH2:10][O:11][C:12]1[CH:31]=[C:30]([Cl:32])[CH:29]=[C:14]([C:15](=[O:16])[N:17]([CH2:18][CH2:19][CH2:20][C:21](=[O:22])[NH2:40])[CH:24]2[CH2:28][CH2:27][CH2:26][CH2:25]2)[CH:13]=1)[C:33]1[CH:38]=[CH:37][N:36]=[CH:35][CH:34]=1)([CH3:2])([CH3:3])[CH3:4] |f:1.2|. Procedure: To a stirred solution of 4-({3-[2-(tert-butoxycarbonyl-pyridin-4-yl-amino)-ethoxy]-5-chloro-benzoyl}-cyclopentyl-amino)-butyric acid (0.049 g), TBTU (0.058 g) and HOBt (0.024 g) in DMF (1 ml) was added DIPEA (0.031 ml) followed a 0.5M solution of ammonia in 1,4-dioxane (0.36 ml) after 15 min. The reaction mixture was stirred at room temperature for 43 h and then concentrated under reduced pressure. The residue was subjected to preparative hplc and the title compound (0.040 g) was obtained as a c... Run at time 43 hour. Product: C(C)(C)(C)OC(N(C1=CC=NC=C1)CCOC1=CC(=CC(=C1)Cl)C(N(C1CCCC1)CCCC(N)=O)=O)=O ((2-{3-[(3-Carbamoyl-propyl)-cyclopentyl-carbamoyl]-5-chloro-phenoxy}ethyl)-pyridin-4-yl-carbamic acid tert-butyl ester). Run in CN(C)C=O (DMF), O1CCOCC1 (1,4-dioxane). Yield: 81.8%. The reactants are [OH-].[K+] (Potassium hydroxide), C(C)OC(C(C(=O)OCC)C1=CC(=C(C=C1)[N+](=O)[O-])C)=O (2-(3-methyl-4-nitrophenyl)malonic acid diethyl ester). Solvent: CO (methanol), O (water). Reaction conditions: temperature 100 celsius, time 2 hour. The product is CC=1C=C(C=CC1[N+](=O)[O-])CC(=O)O ((3-Methyl-4-nitrophenyl)acetic acid). The yield is 86.5%. Reaction SMILES: [OH-].[K+].C([O:5][C:6](=[O:23])[CH:7]([C:13]1[CH:18]=[CH:17][C:16]([N+:19]([O-:21])=[O:20])=[C:15]([CH3:22])[CH:14]=1)C(OCC)=O)C>CO.O>[CH3:22][C:15]1[CH:14]=[C:13]([CH2:7][C:6]([OH:23])=[O:5])[CH:18]=[CH:17][C:16]=1[N+:19]([O-:21])=[O:20] |f:0.1|. Procedure: Potassium hydroxide (0.168 g) was dissolved in 7 mL of methanol and 1 mL of water, and the 2-(3-methyl-4-nitrophenyl)malonic acid diethyl ester (0.250 g) obtained in Example 1-3a) was dissolved in the solution. The solution was stirred at 100° C. for 2 hours and concentrated. The residue was acidified with 2N hydrochloric acid and extracted with ethyl acetate. The extract was washed with saturated brine, dried over sodium sulfate and concentrated to give the title compound (0.143 g) as a yellow ... Reactants: Cl.C(=O)(O)C1=C(C=CC=C1)NC(=O)[C@@H]1CC[C@H](CC1)CNC(=N)N (N-(o-carboxyphenyl)-trans-4-guanidinomethylcyclohexanecarboxamide hydrochloride), [OH-].[Na+] (NaOH). Solvent: O (water), CO (methanol). Product: C(=O)(O)C1=C(C=CC=C1)NC(=O)[C@@H]1CC[C@H](CC1)CNC(=N)N (N-(o-carboxyphenyl)trans-4-guanidinomethylcyclohexanecarboxamide). Yield: 60.4%. Reaction SMILES: Cl.[C:2]([C:5]1[CH:10]=[CH:9][CH:8]=[CH:7][C:6]=1[NH:11][C:12]([C@H:14]1[CH2:19][CH2:18][C@H:17]([CH2:20][NH:21][C:22]([NH2:24])=[NH:23])[CH2:16][CH2:15]1)=[O:13])([OH:4])=[O:3].[OH-].[Na+]>CO.O>[C:2]([C:5]1[CH:10]=[CH:9][CH:8]=[CH:7][C:6]=1[NH:11][C:12]([C@H:14]1[CH2:15][CH2:16][C@H:17]([CH2:20][NH:21][C:22]([NH2:24])=[NH:23])[CH2:18][CH2:19]1)=[O:13])([OH:4])=[O:3] |f:0.1,2.3|. Procedure: The N-(o-carboxyphenyl)-trans-4-guanidinomethylcyclohexanecarboxamide hydrochloride (5.0 g, 0.013 mole) obtained above is dissolved in methanol (30 ml) and the mixture is added under ice-cooling to a solution of NaOH (3.25 g, 0.0813 mole) in water (10 ml), and the mixture is stirred under ice-cooling for 30 minutes and further stirred at room temperature for 2 hours. The resulting precipitates are taken by filtration and dissolved in acetic acid (50 ml). After evaporation of the solvent under re...